This data is from the Open Reaction Database (ORD), a public repository of structured organic reaction records. The task is: describe an organic reaction: reactants, conditions, products, and yield Reactants: C(=O)C=1C=C(OCCCN2C(C3=CC=CC=C3C2=O)=O)C=CC1 (2-[3-[3-Formylphenoxy]propyl]-1H-isoindole-1,3-dione), N1CCCCC1 (piperidine). Reagents/catalysts: [Pd] (palladium/carbon). Solvent: C(C)(=O)OCC (ethyl acetate). The product is N1(CCCCC1)CC=1C=C(OCCCN)C=CC1 (3-[3-[1-Piperidinylmethyl]phenoxy]propanamine). Isolated yield 77.3%. RXN SMILES: [CH:1]([C:3]1[CH:4]=[C:5]([CH:21]=[CH:22][CH:23]=1)[O:6][CH2:7][CH2:8][CH2:9][N:10]1C(=O)C2C(=CC=CC=2)C1=O)=O.[NH:24]1[CH2:29][CH2:28][CH2:27][CH2:26][CH2:25]1>C(OCC)(=O)C.[Pd]>[N:24]1([CH2:1][C:3]2[CH:4]=[C:5]([CH:21]=[CH:22][CH:23]=2)[O:6][CH2:7][CH2:8][CH2:9][NH2:10])[CH2:29][CH2:28][CH2:27][CH2:26][CH2:25]1. Procedure: 2-[3-[3-Formylphenoxy]propyl]-1H-isoindole-1,3-dione (50 g) and piperidine (20.7 g) in ethyl acetate (750 ml) were hydrogenated over 10% palladium/carbon catalyst. The catalyst was removed by filtration and the solvent evaporated and hydrazine hydrate (40 ml) was added to an ethanolic solution of the residue at 25°. After 67 hr the reaction mixture was diluted with ether, filtered and the filtrate was distilled to give the title compound as a colourless oil (31.05 g) b.p. 154°-8°/0.15 mm. TLC si... The reactants are C(CCC#C)(=O)O (Pent-4-ynoic acid), CC(C)(C)O (2-methylpropan-2-ol), C1(CCCCC1)N=C=NC1CCCCC1 (dicyclohexylcarbodiimide). The reagents and catalysts are CN(C1=CC=NC=C1)C (4-(dimethylamino)pyridine). Solvent: C(Cl)Cl (DCM), C(Cl)Cl (DCM). Conditions: time 8 hour. The product is C(CCC#C)(=O)OC(C)(C)C (tert-butyl pent-4-ynoate). The yield is 90.9%. Reaction SMILES: [C:1]([OH:7])(=[O:6])[CH2:2][CH2:3][C:4]#[CH:5].[CH3:8][C:9](O)([CH3:11])[CH3:10].C1(N=C=NC2CCCCC2)CCCCC1>CN(C)C1C=CN=CC=1.C(Cl)Cl>[C:1]([O:7][C:9]([CH3:11])([CH3:10])[CH3:8])(=[O:6])[CH2:2][CH2:3][C:4]#[CH:5]. Reported procedure: Pent-4-ynoic acid (5.0 g, 51.0 mmol), 2-methylpropan-2-ol (7.56 g, 102.0 mmol) and 4-(dimethylamino)pyridine (0.31 g, 2.54 mmol) were dissolved in DCM (17.5 ml), a solution of dicyclohexylcarbodiimide (11.6 g, 56.2 mmol) in DCM (17.5 ml) was added and the mixture was stirred at room temperature overnight. The white solid in the reaction solution was removed by filtration, after which the filtrate was washed with a 0.5 M aqueous hydrochloric acid solution and a saturated aqueous sodium bicarbonat... Starting materials: Cl.CC1(C=2C=CC(=CC2C(CC1)(C)C)C=1SC=C(N1)C1CCNCC1)C (4-[2-(5,5,8,8-tetramethyl-5,6,7,8-tetrahydronaphthalen-2-yl)thiazol-4-yl]piperidine hydrochloride), OCCCCC=O (5-hydroxypentanal). Product: CC1(C=2C=CC(=CC2C(CC1)(C)C)C=1SC=C(N1)C1CCN(CC1)CCCCCO)C (5-{4-[2-(5,5,8,8-tetramethyl-5,6,7,8-tetrahydronaphthalen-2-yl)thiazol-4-yl]piperidin-1-yl}pentan-1-ol). Reaction SMILES: Cl.[CH3:2][C:3]1([CH3:26])[CH2:12][CH2:11][C:10]([CH3:14])([CH3:13])[C:9]2[CH:8]=[C:7]([C:15]3[S:16][CH:17]=[C:18]([CH:20]4[CH2:25][CH2:24][NH:23][CH2:22][CH2:21]4)[N:19]=3)[CH:6]=[CH:5][C:4]1=2.[OH:27][CH2:28][CH2:29][CH2:30][CH2:31][CH:32]=O>>[CH3:2][C:3]1([CH3:26])[CH2:12][CH2:11][C:10]([CH3:13])([CH3:14])[C:9]2[CH:8]=[C:7]([C:15]3[S:16][CH:17]=[C:18]([CH:20]4[CH2:25][CH2:24][N:23]([CH2:32][CH2:31][CH2:30][CH2:29][CH2:28][OH:27])[CH2:22][CH2:21]4)[N:19]=3)[CH:6]=[CH:5][C:4]1=2 |f:0.1|. Procedure details: The preparation was carried out as already described via a reductive amination starting from 100 mg (0.28 mmol) of 4-[2-(5,5,8,8-tetramethyl-5,6,7,8-tetrahydronaphthalen-2-yl)thiazol-4-yl]piperidine hydrochloride (preparation already described above) and 58 mg (0.56 mmol) of 5-hydroxypentanal. The product was purified by means of preparative HPLC and is in the form of the hydrochloride. Reactants: O=C(Cl)c1ccc2c(c1)OCO2, CCOC(=N)N1Cc2ccccc2-c2ccccc2C1. The product is CCOC(=NC(=O)c1ccc2c(c1)OCO2)N1Cc2ccccc2-c2ccccc2C1. As a reaction SMILES: [CH2:21]1[O:22][c:23]2[cH:24][c:25]([C:26](=[O:27])[Cl:28])[cH:29][cH:30][c:31]2[O:32]1.[cH:1]1[cH:2][cH:3][cH:4][c:5]2[c:11]1-[c:10]1[c:9]([cH:15][cH:14][cH:13][cH:12]1)[CH2:8][N:7]([C:16]([O:17][CH2:18][CH3:19])=[NH:20])[CH2:6]2>>[cH:1]1[cH:2][cH:3][cH:4][c:5]2[c:11]1-[c:10]1[c:9]([cH:15][cH:14][cH:13][cH:12]1)[CH2:8][N:7]([C:16]([O:17][CH2:18][CH3:19])=[N:20][C:26]([c:25]1[cH:24][c:23]3[c:31]([cH:30][cH:29]1)[O:32][CH2:21][O:22]3)=[O:27])[CH2:6]2. Reactants: C1(=CC=CC=C1)CC(=O)N1CCOCC1 (4-(2-phenylacetyl) morpholine), C(C)O[SiH](OCC)OCC (triethoxysilane). The reagents and catalysts are CC([O-])C.[Ti+4].CC([O-])C.CC([O-])C.CC([O-])C (titanium (IV) isopropoxide). Solvent: C1=CC=CC=C1 (C6H6). Reaction conditions: temperature 60 celsius. Product: C1(=CC=CC=C1)C=CN1CCOCC1 (4-(2-phenylethenyl) morpholine). The yield is 63.4%. As a reaction SMILES: [C:1]1([CH2:7][C:8]([N:10]2[CH2:15][CH2:14][O:13][CH2:12][CH2:11]2)=O)[CH:6]=[CH:5][CH:4]=[CH:3][CH:2]=1.C(O[SiH](OCC)OCC)C>C1C=CC=CC=1.CC(C)[O-].[Ti+4].CC(C)[O-].CC(C)[O-].CC(C)[O-]>[C:1]1([CH:7]=[CH:8][N:10]2[CH2:11][CH2:12][O:13][CH2:14][CH2:15]2)[CH:6]=[CH:5][CH:4]=[CH:3][CH:2]=1 |f:3.4.5.6.7|. Procedure: 4-(2-phenylacetyl) morpholine (0.410 g, 2.0 mmol) was dissolved in C6H6 (5 mL) under a nitrogen atmosphere and then triethoxysilane (0.92 mL, 5.0 mmol) and titanium (IV) isopropoxide (0.03 mL, 0.1 mmol) were added. The reaction mixture was heated to 60° C. for 15 hours. The C6H6 was removed in vacuo and the resulting cream colored solid was dissolved in warm (60° C.) hexane (3 mL). The hexane solution was cooled to room temperature, and cream colored crystals appeared in the flask. The recrystal... Reactants: C(C)(C)(C)OC(=O)NC1=C(C2=CC(=CC=C2C(=C1)OCC1=CC=CC=C1)C#N)Br (N-(tert-Butyloxycarbonyl)-4-benzyloxy-1-bromo-7-cyano-2-naphthylamine), [H-].[Na+] (NaH), O (Water), BrCC=C(C)C (4-bromo-2-methyl-2-butene). The solvent is CN(C)C=O (DMF). Conditions: temperature 0 celsius, time 30 minute. Yields the product C(C)(C)(C)OC(=O)N(CC=C(C)C)C1=C(C2=CC(=CC=C2C(=C1)OCC1=CC=CC=C1)C#N)Br (N-(tert-Butyloxycarbonyl)-N-(3-methyl-2-buten-1-yl)-4-benzyloxy-1-bromo-7-cyano-2-naphthylamine). Yield: 100.8%. RXN SMILES: [C:1]([O:5][C:6]([NH:8][C:9]1[CH:18]=[C:17]([O:19][CH2:20][C:21]2[CH:26]=[CH:25][CH:24]=[CH:23][CH:22]=2)[C:16]2[C:11](=[CH:12][C:13]([C:27]#[N:28])=[CH:14][CH:15]=2)[C:10]=1[Br:29])=[O:7])([CH3:4])([CH3:3])[CH3:2].[H-].[Na+].Br[CH2:33][CH:34]=[C:35]([CH3:37])[CH3:36].O>CN(C=O)C>[C:1]([O:5][C:6]([N:8]([C:9]1[CH:18]=[C:17]([O:19][CH2:20][C:21]2[CH:26]=[CH:25][CH:24]=[CH:23][CH:22]=2)[C:16]2[C:11](=[CH:12][C:13]([C:27]#[N:28])=[CH:14][CH:15]=2)[C:10]=1[Br:29])[CH2:33][CH:34]=[C:35]([CH3:37])[CH3:36])=[O:7])([CH3:4])([CH3:2])[CH3:3] |f:1.2|. Procedure: A solution of 16 (1.77 g, 3.90 mmol) in anhydrous DMF (20 mL) under Ar was treated with NaH (206 mg, 5.1 mmol, 1.3 equiv, 60% oil dispersion) and the reaction mixture was stirred for 30 min. The mixture was cooled to 0° C. and 4-bromo-2-methyl-2-butene (1.35 mL, 11.7 mmol, 3 equiv) was added dropwise by cannula. The solution was stirred at 0° C. for 1 h before being allowed to warm to 25° C. and stirred overnight. Water (20 mL) was added and the aqueous phase was extracted with EtoAc (3×15 mL). ... Reactants: CCOC(C)=O, CN1CCCC1=O, CC(N)C1CCCCC1, CCN(C(C)C)C(C)C, COc1ccc2nc(Cl)sc2c1. Yields the product COc1ccc2nc(NC(C)C3CCCCC3)sc2c1. Reaction SMILES: [CH3:31][CH2:32][O:33][C:34](=[O:35])[CH3:36].[CH3:37][N:38]1[CH2:39][CH2:40][CH2:41][C:42]1=[O:43].[CH:13]1([CH:19]([CH3:20])[NH2:21])[CH2:14][CH2:15][CH2:16][CH2:17][CH2:18]1.[CH:22]([N:23]([CH2:24][CH3:25])[CH:26]([CH3:27])[CH3:28])([CH3:29])[CH3:30].[Cl:1][c:2]1[s:3][c:4]2[c:5]([n:6]1)[cH:7][cH:8][c:9]([O:11][CH3:12])[cH:10]2>>[c:2]1([NH:21][CH:19]([CH:13]2[CH2:14][CH2:15][CH2:16][CH2:17][CH2:18]2)[CH3:20])[s:3][c:4]2[c:5]([n:6]1)[cH:7][cH:8][c:9]([O:11][CH3:12])[cH:10]2.